Dataset: the Open Reaction Database (ORD), a public repository of structured organic reaction records. Task: describe an organic reaction: reactants, conditions, products, and yield Reactants: CN([SiH](C)C)[Si](C)(C)C, Cl, Nc1ccc2c(c1)C(=O)OC2, O=C1Cc2ccccc2N1, [Na], CN(C)C=O. The product is Nc1ccc2c(c1)C(=C1C(=O)Nc3ccccc31)OC2. RXN SMILES: [CH3:11][SiH:12]([CH3:13])[N:14]([CH3:15])[Si:16]([CH3:17])([CH3:18])[CH3:19].[ClH:32].[NH2:21][c:22]1[cH:23][cH:24][c:25]2[c:30]([cH:31]1)[C:28](=[O:29])[O:27][CH2:26]2.[NH:1]1[C:2](=[O:10])[CH2:3][c:4]2[cH:5][cH:6][cH:7][cH:8][c:9]21.[Na:20].[O:33]=[CH:34][N:35]([CH3:36])[CH3:37]>>[NH:1]1[C:2](=[O:10])[C:3](=[C:28]2[O:27][CH2:26][c:25]3[cH:24][cH:23][c:22]([NH2:21])[cH:31][c:30]32)[c:4]2[cH:5][cH:6][cH:7][cH:8][c:9]21. Reactants: C(CC)C1CCC(CC1)=O (4-propylcyclohexanone), FC=1C=C(C=CC1OCCC)C1=CC(=CC=C1)F (3,3′-difluoro-4-propoxybiphenyl), C(C)(CC)[Li] (sec-butyllithium), Cl (hydrochloric acid). Run in C1CCOC1 (THF), CCCCCCC.C(C)(=O)OCC (heptane ethyl acetate), C1CCOC1 (THF). Run at temperature -60 celsius, time 1 hour. Product: FC=1C=C(C=CC1OCCC)C1=CC(=C(C=C1)C1(CCC(CC1)CCC)O)F (3,3′-difluoro-4′-(1-hydroxy-4-propylcyclohexyl)-4-propoxybiphenyl). Yield: 90.3%. As a reaction SMILES: [F:1][C:2]1[CH:3]=[C:4]([C:12]2[CH:17]=[CH:16][CH:15]=[C:14]([F:18])[CH:13]=2)[CH:5]=[CH:6][C:7]=1[O:8][CH2:9][CH2:10][CH3:11].C([Li])(CC)C.[CH2:24]([CH:27]1[CH2:32][CH2:31][C:30](=[O:33])[CH2:29][CH2:28]1)[CH2:25][CH3:26].Cl>C1COCC1.CCCCCCC.C(OCC)(=O)C>[F:1][C:2]1[CH:3]=[C:4]([C:12]2[CH:17]=[CH:16][C:15]([C:30]3([OH:33])[CH2:31][CH2:32][CH:27]([CH2:24][CH2:25][CH3:26])[CH2:28][CH2:29]3)=[C:14]([F:18])[CH:13]=2)[CH:5]=[CH:6][C:7]=1[O:8][CH2:9][CH2:10][CH3:11] |f:5.6|. Procedure: To a solution of 15.0 g (60.4 mmol) of the 3,3′-difluoro-4-propoxybiphenyl obtained in the first step of Example 1 in 85 ml of THF was added by drops 70 ml (1.04M, cyclohexane solution, corresponding to 72.5 mmol) of sec-butyllithium while being maintained at a temperature lower than −60° C. After finishing of the dropping, it was stirred at the same temperature for 1 hour. Subsequently, a solution of 11.0 g (78.5 mmol) of 4-propylcyclohexanone in 55 ml of THF was added by drops thereto while be... Starting materials: [Cl-].[Al+3].[Cl-].[Cl-] (aluminium chloride), ClS(=O)(=O)N=C=O (chlorosulfonylisocyanate), FC1=C(CNC2=CC=CC=C2)C(=CC=C1)F (N-(2,6-difluorobenzyl)aniline), FC1=C(CNC2=CC=CC=C2)C(=CC=C1)F (N-(2,6-difluorobenzyl)aniline), ice H2O, [Cl-].[Al+3].[Cl-].[Cl-] (Aluminium chloride), ClS(=O)(=O)N=C=O (chlorosulfonylisocyanate). The solvent is [N+](=O)([O-])CC (nitroethane), [N+](=O)([O-])CC (nitroethane), [N+](=O)([O-])CC (nitroethane), [N+](=O)([O-])CC (nitroethane). Reaction conditions: temperature -40 celsius, time 10 minute. Yields the product FC1=C(CN2C(NS(C3=C2C=CC=C3)(=O)=O)=O)C(=CC=C1)F (4-(2,6-difluorobenzyl)-2H-1,2,4-benzothiadiazin-3(4H)-one 1,1-dioxide). Yield: 366.0%. As a reaction SMILES: Cl[S:2]([N:5]=[C:6]=[O:7])(=[O:4])=[O:3].[F:8][C:9]1[CH:22]=[CH:21][CH:20]=[C:19]([F:23])[C:10]=1[CH2:11][NH:12][C:13]1[CH:18]=[CH:17][CH:16]=[CH:15][CH:14]=1.[Cl-].[Al+3].[Cl-].[Cl-]>[N+](CC)([O-])=O>[F:8][C:9]1[CH:22]=[CH:21][CH:20]=[C:19]([F:23])[C:10]=1[CH2:11][N:12]1[C:13]2[CH:14]=[CH:15][CH:16]=[CH:17][C:18]=2[S:2](=[O:4])(=[O:3])[NH:5][C:6]1=[O:7] |f:2.3.4.5|. Procedure details: A solution of chlorosulfonylisocyanate (0.29 mL, 3.33 mmol) in nitroethane (5 mL) was cooled to approximately −40° C. and a solution of N-(2,6-difluorobenzyl)aniline (562 mg, 2.56 mmol) in nitroethane (3 mL) was added dropwise over approximately 10 min. The mixture was stirred at −40° C. for approximately 10 min, then at 0° for 15 min. Aluminium chloride (479 mg, 3.59 mmol) was then added and the mixture heated at reflux for 30 min before cooling to rt. Separately, the process was repeated using... Reactants: Cl.ClCC(=O)N1CC(C2=NC=C(C=C21)CC2=CC=C(C=C2)F)(C)C (2-chloro-1-[6-(4-fluoro-benzyl)-3,3-dimethyl-2,3-dihydro-pyrrolo[3,2-b]pyridin-1-yl]-ethanone hydrochloride), C(C)(C)(C)OC(=O)N1[C@@H](CN[C@H](C1)CN1[C@@H](COCC1)C)C ((2R,5S)-2-methyl-5-((R)-3-methyl-morpholin-4-ylmethyl)-piperazine-1-carboxylic acid tert-butyl ester), C([O-])([O-])=O.[K+].[K+] (potassium carbonate), [I-].[K+] (potassium iodide). Run in C(C)#N (acetonitrile), O (Water). Run at temperature 20 celsius, time 1 hour. Yields the product C(C)(C)(C)OC(=O)N1[C@@H](CN([C@H](C1)CN1[C@@H](COCC1)C)CC(=O)N1CC(C2=NC=C(C=C21)CC2=CC=C(C=C2)F)(C)C)C ((2R,5S)-4-{2-[6-(4-Fluoro-benzyl)-3,3-dimethyl-2,3-dihydro-pyrrolo[3,2-b]pyridin-1-yl]-2-oxo-ethyl}-2-methyl-5-((R)-3-methyl-morpholin-4-ylmethyl)-piperazine-1-carboxylic acid tert-butyl ester). Yield: 103.2%. Reaction SMILES: Cl.Cl[CH2:3][C:4]([N:6]1[C:14]2[C:9](=[N:10][CH:11]=[C:12]([CH2:15][C:16]3[CH:21]=[CH:20][C:19]([F:22])=[CH:18][CH:17]=3)[CH:13]=2)[C:8]([CH3:24])([CH3:23])[CH2:7]1)=[O:5].[C:25]([O:29][C:30]([N:32]1[CH2:37][C@H:36]([CH2:38][N:39]2[CH2:44][CH2:43][O:42][CH2:41][C@H:40]2[CH3:45])[NH:35][CH2:34][C@H:33]1[CH3:46])=[O:31])([CH3:28])([CH3:27])[CH3:26].C(=O)([O-])[O-].[K+].[K+].[I-].[K+]>C(#N)C.O>[C:25]([O:29][C:30]([N:32]1[CH2:37][C@H:36]([CH2:38][N:39]2[CH2:44][CH2:43][O:42][CH2:41][C@H:40]2[CH3:45])[N:35]([CH2:3][C:4]([N:6]2[C:14]3[C:9](=[N:10][CH:11]=[C:12]([CH2:15][C:16]4[CH:21]=[CH:20][C:19]([F:22])=[CH:18][CH:17]=4)[CH:13]=3)[C:8]([CH3:24])([CH3:23])[CH2:7]2)=[O:5])[CH2:34][C@H:33]1[CH3:46])=[O:31])([CH3:28])([CH3:26])[CH3:27] |f:0.1,3.4.5,6.7|. Procedure details: A mixture of 2-chloro-1-[6-(4-fluoro-benzyl)-3,3-dimethyl-2,3-dihydro-pyrrolo[3,2-b]pyridin-1-yl]-ethanone hydrochloride (6.63 g, 17.96 mmol), (2R,5S)-2-methyl-5-((R)-3-methyl-morpholin-4-ylmethyl)-piperazine-1-carboxylic acid tert-butyl ester (5.62 g, 17.96 mmol), potassium carbonate (9.95 g, 72 mmol) and finely ground potassium iodide (5.98 g, 36 mmol) in acetonitrile (40 mL) was stirred at 20° C. for 1 h. Water (200 mL) was added and mixture stirred for 0.2 h, then the mixture was extracted w... The reactants are C(C1=CC=CC=C1)(=O)O[C@H]1[C@@H]([C@@H]2[C@@H](OC(C2)=O)C1)\C=C\[C@H](C(CCCC)C)O ((3aR,4R,5R,6aS)-5-(benzoyloxy)hexahydro-4-[(1E,3S)-3-hydroxy-4-methyl-1-octenyl]-2H-cyclopenta[b]furan-2-one), N1C=NC=C1 (imidazole), [Si](C1=CC=CC=C1)(C1=CC=CC=C1)(C(C)(C)C)Cl (tert-butyldiphenylsilyl chloride). Solvent: CN(C)C=O (DMF), O (water), C(C)(=O)OCC (Ethyl acetate). Reaction conditions: time 16 hour. Product: C(C1=CC=CC=C1)(=O)O[C@H]1[C@@H]([C@@H]2[C@@H](OC(C2)=O)C1)\C=C\[C@H](C(CCCC)C)O[Si](C1=CC=CC=C1)(C1=CC=CC=C1)C(C)(C)C ((3aR,4R,5R,6aS)-5-(benzoyloxy)-4-[(1E,3S)-3-[[(1,1-dimethylethyl)diphenylsilyl]oxy]-4-methyl-1-octenyl]hexahydro-2H-cyclopenta[b]furan-2-one). As a reaction SMILES: [C:1]([O:9][C@@H:10]1[CH2:18][C@@H:13]2[O:14][C:15](=[O:17])[CH2:16][C@@H:12]2[C@H:11]1/[CH:19]=[CH:20]/[C@@H:21]([OH:28])[CH:22]([CH3:27])[CH2:23][CH2:24][CH2:25][CH3:26])(=[O:8])[C:2]1[CH:7]=[CH:6][CH:5]=[CH:4][CH:3]=1.N1C=CN=C1.[Si:34](Cl)([C:47]([CH3:50])([CH3:49])[CH3:48])([C:41]1[CH:46]=[CH:45][CH:44]=[CH:43][CH:42]=1)[C:35]1[CH:40]=[CH:39][CH:38]=[CH:37][CH:36]=1>CN(C=O)C.O.C(OCC)(=O)C>[C:1]([O:9][C@@H:10]1[CH2:18][C@@H:13]2[O:14][C:15](=[O:17])[CH2:16][C@@H:12]2[C@H:11]1/[CH:19]=[CH:20]/[C@@H:21]([O:28][Si:34]([C:47]([CH3:50])([CH3:49])[CH3:48])([C:41]1[CH:42]=[CH:43][CH:44]=[CH:45][CH:46]=1)[C:35]1[CH:40]=[CH:39][CH:38]=[CH:37][CH:36]=1)[CH:22]([CH3:27])[CH2:23][CH2:24][CH2:25][CH3:26])(=[O:8])[C:2]1[CH:3]=[CH:4][CH:5]=[CH:6][CH:7]=1. Reported procedure: A solution of (3aR,4R,5R,6aS)-5-(benzoyloxy)hexahydro-4-[(1E,3S)-3-hydroxy-4-methyl-1-octenyl]-2H-cyclopenta[b]furan-2-one (3.8 g, 9.8 mmol) in DMF (177 mL) was treated with imidazole (1.34 g, 19.66 mmol) and tert-butyldiphenylsilyl chloride (5.1 mL, 19.7 mmol). The reaction mixture was stirred at room temperature for 16 h. The reaction was diluted with water and Ethyl acetate. The combined organic layers were washed with water and brine, dried, concentrated. Purification by normal phase chromat... The reactants are C1(CCCC2=CC=CC=C12)=O (1-tetralone), C1(=CC=CC=C1)OB([O-])[O-] (phenylborate), C([O-])([O-])=O.[K+].[K+] (potassiumcarbonate), C1(=CC=CC=C1)C (toluene). Reagents/catalysts: C=1C=CC(=CC1)[P](C=2C=CC=CC2)(C=3C=CC=CC3)[Pd]([P](C=4C=CC=CC4)(C=5C=CC=CC5)C=6C=CC=CC6)([P](C=7C=CC=CC7)(C=8C=CC=CC8)C=9C=CC=CC9)[P](C=1C=CC=CC1)(C=1C=CC=CC1)C=1C=CC=CC1 (tetrakis(triphenylphosphine)palladium). Solvent: O (water), C(C)O (ethanol). Conditions: time 30 minute. Product: C1(=CC=CC=C1)C1=CC=C2CCCC(C2=C1)=O (7-phenyl-1-tetralone). Isolated yield 78.2%. RXN SMILES: [C:1]1(=[O:11])[C:10]2[C:5](=[CH:6][CH:7]=[CH:8][CH:9]=2)[CH2:4][CH2:3][CH2:2]1.[C:12]1(OB([O-])[O-])[CH:17]=[CH:16][CH:15]=[CH:14][CH:13]=1.C(=O)([O-])[O-].[K+].[K+].C1(C)C=CC=CC=1>C1C=CC([P]([Pd]([P](C2C=CC=CC=2)(C2C=CC=CC=2)C2C=CC=CC=2)([P](C2C=CC=CC=2)(C2C=CC=CC=2)C2C=CC=CC=2)[P](C2C=CC=CC=2)(C2C=CC=CC=2)C2C=CC=CC=2)(C2C=CC=CC=2)C2C=CC=CC=2)=CC=1.O.C(O)C>[C:12]1([C:8]2[CH:9]=[C:10]3[C:5]([CH2:4][CH2:3][CH2:2][C:1]3=[O:11])=[CH:6][CH:7]=2)[CH:17]=[CH:16][CH:15]=[CH:14][CH:13]=1 |f:2.3.4,^1:38,40,59,78|. Procedure: A mixture of 7- (trifluoromethanesulfoxy) -1-tetralone (23.3 g), phenylborate (11.8 g), potassiumcarbonate (21.9 g), toluene (500 ml), ethanol (50 ml) and water (50 ml) was stirred for 30 minutes at room temperature under argon atmosphere, and to the mixture was added tetrakis(triphenylphosphine)palladium (3.66 g). The mixture was refluxed for 20 hours and then cooled to room temperature. The organic layer was separated, washed with saturated sodium chloride solution, dried with anhydrous sodium... Reactants: CC(=O)N1CCNCC1, CC(=O)O[BH-](OC(C)=O)OC(C)=O, CN(c1cc(OCCCS(C)(=O)=O)cc2cc(C(=O)NCC(C=O)SCc3ccccc3)[nH]c12)S(=O)(=O)c1ccccn1, ClCCCl, [Na+], [Na+], O=C(O)CC(O)(CC(=O)O)C(=O)O, O=C([O-])O. Product: CC(=O)N1CCN(CC(CNC(=O)c2cc3cc(OCCCS(C)(=O)=O)cc(N(C)S(=O)(=O)c4ccccn4)c3[nH]2)SCc2ccccc2)CC1. As a reaction SMILES: [C:44]([CH3:45])(=[O:46])[N:47]1[CH2:48][CH2:49][NH:50][CH2:51][CH2:52]1.[C:53]([O:54][BH-:55]([O:56][C:57](=[O:58])[CH3:59])[O:60][C:61](=[O:62])[CH3:63])(=[O:64])[CH3:65].[CH2:1]([c:2]1[cH:3][cH:4][cH:5][cH:6][cH:7]1)[S:8][CH:9]([CH2:10][NH:11][C:12](=[O:13])[c:14]1[nH:15][c:16]2[c:17]([N:31]([S:32](=[O:33])(=[O:34])[c:35]3[n:36][cH:37][cH:38][cH:39][cH:40]3)[CH3:41])[cH:18][c:19]([O:23][CH2:24][CH2:25][CH2:26][S:27](=[O:28])(=[O:29])[CH3:30])[cH:20][c:21]2[cH:22]1)[CH:42]=[O:43].[Cl:85][CH2:86][CH2:87][Cl:88].[Na+:66].[Na+:80].[OH:67][C:68]([CH2:69][C:70]([C:71](=[O:72])[OH:73])([CH2:74][C:75](=[O:76])[OH:77])[OH:78])=[O:79].[OH:81][C:82](=[O:83])[O-:84]>>[CH2:1]([c:2]1[cH:3][cH:4][cH:5][cH:6][cH:7]1)[S:8][CH:9]([CH2:10][NH:11][C:12](=[O:13])[c:14]1[nH:15][c:16]2[c:17]([N:31]([S:32](=[O:33])(=[O:34])[c:35]3[n:36][cH:37][cH:38][cH:39][cH:40]3)[CH3:41])[cH:18][c:19]([O:23][CH2:24][CH2:25][CH2:26][S:27](=[O:28])(=[O:29])[CH3:30])[cH:20][c:21]2[cH:22]1)[CH2:42][N:50]1[CH2:49][CH2:48][N:47]([C:44]([CH3:45])=[O:46])[CH2:52][CH2:51]1.